From a dataset of the Open Reaction Database (ORD), a public repository of structured organic reaction records. describe an organic reaction: reactants, conditions, products, and yield The reactants are FC1=CC2=C(N3C4=C(C(=N2)N2CCN(CC2)C)C=CC=C4CC3)C=C1 (9-flouro-6-(4-methyl-1-piperazinyl)-1,2-dihydrobenzo[b]pyrrolo[3,2,1-jk][1,4]benzodiazepine), CC=1C=C2CCCNC2=CC1 (6-methyl-1,2,3,4-tetrahydroquinoline), FC1=C(C=CC=C1)[N+](=O)[O-] (2-fluoronitrobenzene). Product: CC=1C=C2CCCN(C2=CC1)C1=C(C=CC=C1)[N+](=O)[O-] (6-methyl-1-(2-nitrophenyl)-1,2,3,4 -tetrahydroquinoline), 1-(2-aminophenyl)-6-methyl-1,2,3,4-tetratetrahydroquinol. Reaction SMILES: [CH3:1][C:2]1[CH:3]=[C:4]2[C:9](=[CH:10][CH:11]=1)[NH:8][CH2:7][CH2:6][CH2:5]2.F[C:13]1[CH:18]=[CH:17][CH:16]=[CH:15][C:14]=1[N+:19]([O-:21])=[O:20].FC1C=CC2N3CCC4C3=C(C=CC=4)C(N3CCN(C)CC3)=NC=2C=1>>[CH3:1][C:2]1[CH:3]=[C:4]2[C:9](=[CH:10][CH:11]=1)[N:8]([C:13]1[CH:18]=[CH:17][CH:16]=[CH:15][C:14]=1[N+:19]([O-:21])=[O:20])[CH2:7][CH2:6][CH2:5]2. Procedure details: Starting with 6-methyl-1,2,3,4-tetrahydroquinoline and 2-fluoronitrobenzene and following steps 1a to 1f of Example 2, one may obtain, in sequence, 6-methyl-1-(2-nitrophenyl)-1,2,3,4 -tetrahydroquinoline, 1-(2-aminophenyl)-6-methyl-1,2,3,4-tetratetrahydroquinol. 1-(2-aminophenyl)-6-methyl-1,2,3,4-tetrahydroquinoline N-[2-(6-methyl-1-phenyl)-1,2,3,4-tetrahydrohydroquinoline, -1-yl]-4-methyl-1-piperazine carboxamide, and 5-methyl-7-(4-methyl-1-piperazinyl)-2,3-dihydro-1H-quino[18-ab][1,5]-benzodia... Reactants: C(C)OC1=C(C=CC=C1)C1=NN2C(C(N1)=O)=C(N=C2CCCCCC)C (2-(2-ethoxyphenyl)-5-methyl-7-n-hexyl-3H-imidazo-[5,1-f][1,2,4]-triazin-4-one), S(O)(=O)(=O)Cl (chlorosulphuric acid), S(=O)(=O)(Cl)Cl (sulphonyl chloride). Product: C(C)OC1=C(C=C(C=C1)S(=O)(=O)Cl)C1=NN2C(C(N1)=O)=C(N=C2CCCCCC)C (4-Ethoxy-3-(5-methyl-4-oxo-7-n-hexyl-3,4-dihydro-imidazo[5,1-f][1,2,4]-triazin-2-yl)-benzenesulphonyl chloride). Reaction SMILES: [CH2:1]([O:3][C:4]1[CH:9]=[CH:8][CH:7]=[CH:6][C:5]=1[C:10]1[NH:15][C:14](=[O:16])[C:13]2=[C:17]([CH3:26])[N:18]=[C:19]([CH2:20][CH2:21][CH2:22][CH2:23][CH2:24][CH3:25])[N:12]2[N:11]=1)[CH3:2].[S:27]([Cl:31])(=O)(=[O:29])[OH:28].S(Cl)(Cl)(=O)=O>>[CH2:1]([O:3][C:4]1[CH:9]=[CH:8][C:7]([S:27]([Cl:31])(=[O:29])=[O:28])=[CH:6][C:5]=1[C:10]1[NH:15][C:14](=[O:16])[C:13]2=[C:17]([CH3:26])[N:18]=[C:19]([CH2:20][CH2:21][CH2:22][CH2:23][CH2:24][CH3:25])[N:12]2[N:11]=1)[CH3:2]. Reported procedure: The preparation is carried out analogously to the procedure of Example 27A using 300 mg (0.84 mmol) of 2-(2-ethoxyphenyl)-5-methyl-7-n-hexyl-3H-imidazo-[5,1-f][1,2,4]-triazin-4-one (Example 23A) and 0.98 g (8.4 mmol) of chlorosulphuric acid. This gives 300 mg (78.7%) of sulphonyl chloride which is directly reacted further. Reactants: NC=1C(=NC=CN1)C(=O)O (3-aminopyrazine carboxylic acid), C(Cl)Cl (methylene chloride), ClC1=C(N)C=CC=C1 (2-chloroaniline), Cl.CN(CCCN=C=NCC)C (1-(3-dimethylaminopropyl)-3-ethylcarbodiimide hydrochloride). The reagents and catalysts are CN(C1=CC=NC=C1)C (4-dimethylaminopyridine). Run in CN(C=O)C (dimethylformamide). Conditions: time 8 hour. Product: ClC1=C(C=CC=C1)NC(=O)C1=NC=CN=C1N (3-aminopyrazine-2-carboxylic acid 2-chlorophenylamide). The yield is 49.7%. RXN SMILES: [NH2:1][C:2]1[C:3]([C:8]([OH:10])=O)=[N:4][CH:5]=[CH:6][N:7]=1.C(Cl)Cl.[Cl:14][C:15]1[CH:21]=[CH:20][CH:19]=[CH:18][C:16]=1[NH2:17].Cl.CN(C)CCCN=C=NCC>CN(C)C1C=CN=CC=1.CN(C)C=O>[Cl:14][C:15]1[CH:21]=[CH:20][CH:19]=[CH:18][C:16]=1[NH:17][C:8]([C:3]1[C:2]([NH2:1])=[N:7][CH:6]=[CH:5][N:4]=1)=[O:10] |f:3.4|. Procedure details: A mixture of 3-aminopyrazine carboxylic acid (7.0 g, 50.32 mmol), methylene chloride (60 mL), dimethylformamide (40 mL), 4-dimethylaminopyridine (15.37 g, 126 mmol), 2-chloroaniline (5.82 mL, 55.35 mmol), and 1-(3-dimethylaminopropyl)-3-ethylcarbodiimide hydrochloride (11.58 g, 60.38 mmol) was stirred overnight at ambient temperature. The solvent was removed and the residue was mixed with ethyl acetate and 1 N lithium chloride. The precipitate which formed was filtered and rinsed with 1 N lithiu... Reactants: CN1CC2=CC(=CC=C2CC1)N (2-methyl-1,2,3,4-tetrahydroisoquinolin-7-amine), ClC1=NC=C2C(=N1)N(C(N(C2=N)C2=C(C=CC=C2Cl)Cl)=O)C (7-chloro-3-(2,6-dichlorophenyl)-4-imino-1-methyl-3,4-dihydropyrimido[4,5-d]pyrimidin-2(1H)-one), ClC1=NC=C2C(=N1)NC(N(C2=N)C2=C(C=CC=C2Cl)Cl)=O (7-chloro-3-(2,6-dichlorophenyl)-4-imino-3,4-dihydropyrimido[4,5-d]pyrimidin-2(1H)-one). The product is ClC1=C(C(=CC=C1)Cl)N1C(N(C2=NC(=NC=C2C1=N)NC1=CC=C2CCN(CC2=C1)C)C)=O (3-(2,6-dichlorophenyl)-4-imino-1-methyl-7-{[2-methyl-1,2,3,4-tetrahydroisoquinolin-7-yl]amino}-3,4-dihydropyrimido[4,5-d]pyrimidin-2(1H)-one). RXN SMILES: [CH3:1][N:2]1[CH2:11][CH2:10][C:9]2[C:4](=[CH:5][C:6]([NH2:12])=[CH:7][CH:8]=2)[CH2:3]1.Cl[C:14]1[N:19]=[C:18]2[N:20]([CH3:34])[C:21](=[O:33])[N:22]([C:25]3[C:30]([Cl:31])=[CH:29][CH:28]=[CH:27][C:26]=3[Cl:32])[C:23](=[NH:24])[C:17]2=[CH:16][N:15]=1.ClC1N=C2NC(=O)N(C3C(Cl)=CC=CC=3Cl)C(=N)C2=CN=1>>[Cl:31][C:30]1[CH:29]=[CH:28][CH:27]=[C:26]([Cl:32])[C:25]=1[N:22]1[C:23](=[NH:24])[C:17]2[C:18](=[N:19][C:14]([NH:12][C:6]3[CH:5]=[C:4]4[C:9]([CH2:10][CH2:11][N:2]([CH3:1])[CH2:3]4)=[CH:8][CH:7]=3)=[N:15][CH:16]=2)[N:20]([CH3:34])[C:21]1=[O:33]. Procedure: 28 mg of the entitled compound was obtained as a white solid according to the same method as in Example 2, for which, however, 2-methyl-1,2,3,4-tetrahydroisoquinolin-7-amine was used in place of 2,4,4-trimethyl-1,2,3,4-tetrahydroisoquinolin-7-amine in Example 2, and 7-chloro-3-(2,6-dichlorophenyl)-4-imino-1-methyl-3,4-dihydropyrimido[4,5-d]pyrimidin-2(1H)-one obtained in Production Example 7 was used in place of 7-chloro-3-(2,6-dichlorophenyl)-4-imino-3,4-dihydropyrimido[4,5-d]pyrimidin-2(1H)-on... Reactants: COC=1C=C(C(=O)C2=CC(=C(C=C2)OC)OC)C=CC1OC (3,4,3',4'-tetramethoxybenzophenone), [Cl-].[Al+3].[Cl-].[Cl-] (aluminum chloride), ClC1=C(C(=O)Cl)C=C(C=C1)Cl (2,5-dichlorobenzoyl chloride), C=1(C(OC)=CC=CC1)OC (veratrole). Product: ClC1=C(C=C(C=C1)Cl)C(C1=CC(=C(C=C1)OC)OC)=O (2',5'-Dichloro-3,4-dimethoxybenzophenone), product. The yield is 83.0%. Reaction SMILES: COC1C=C(C=CC=1OC)C(C1C=CC(OC)=C(OC)C=1)=O.[C:23]1([O:31][CH3:32])[C:24](=[CH:27][CH:28]=[CH:29][CH:30]=1)[O:25][CH3:26].[Cl-].[Al+3].[Cl-].[Cl-].[Cl:37][C:38]1[CH:46]=[CH:45][C:44]([Cl:47])=[CH:43][C:39]=1[C:40](Cl)=[O:41]>>[Cl:37][C:38]1[CH:46]=[CH:45][C:44]([Cl:47])=[CH:43][C:39]=1[C:40](=[O:41])[C:29]1[CH:28]=[CH:27][C:24]([O:25][CH3:26])=[C:23]([O:31][CH3:32])[CH:30]=1 |f:2.3.4.5|. Procedure: 2',5'-Dichloro-3,4-dimethoxybenzophenone was prepared analogously to 3,4,3',4'-tetramethoxybenzophenone using veratrole (2.15 mL, 15 mmol), aluminum chloride (2.2 g, 16.5 mmol) and 2,5-dichlorobenzoyl chloride (1.9 mL, 15 mmol) with a reaction time of 3 hours at reflux. The crude product was purified by flash column chromatography (silica gel, 2.5% ethyl acetate/methylene chloride) to afford 3.88 g (83%) of the product as a white solid: mp 129-130° C.; 1H NMR (CDCl3) δ 7.65-7.56 (m, 1 H), 7.41-7... The reactants are BrC=1C=C(C(=CC1)N)N (4-bromobenzene-1,2-diamine), C(OC)(OC)OC (trimethyl orthoformate), Cl (HCl), C(=O)(O)[O-].[Na+] (NaHCO3). Solvent: CN(C)C=O (DMF), O (water). Reaction conditions: time 1 hour. Yields the product BrC1=CC2=C(NC=N2)C=C1 (5-bromo-1H-benzo[d]imidazole). Yield: 100.0%. As a reaction SMILES: [Br:1][C:2]1[CH:3]=[C:4]([NH2:9])[C:5]([NH2:8])=[CH:6][CH:7]=1.[CH:10](OC)(OC)OC.Cl.C([O-])(O)=O.[Na+]>CN(C=O)C.O>[Br:1][C:2]1[CH:7]=[CH:6][C:5]2[NH:8][CH:10]=[N:9][C:4]=2[CH:3]=1 |f:3.4|. Reported procedure: To a solution of 4-bromobenzene-1,2-diamine (3 g, 16 mmol) in DMF (22 mL) were added trimethyl orthoformate (44 mL) and conc. HCl (1.5 mL) and the mixture was stirred at room temperature for 1 h. The mixture was diluted with water (200 mL) and adjusted to pH7 with saturated aqueous NaHCO3, extract with ethyl acetate (200 mL). The organic layer was dried over Na2SO4, concentrated to give 5-bromo-1H-benzo[d]imidazole (3.25 g, 100%) as an off-white solid. LCMS: 197 [M+H]+. 1H NMR (400 MHz, DMSO-d6)...